From a dataset of the Open Reaction Database (ORD), a public repository of structured organic reaction records. describe an organic reaction: reactants, conditions, products, and yield The reactants are ClC(=O)OC(C)C (isopropyl chloroformate), C(CC(C)C)(=O)Cl (isovaleryl chloride). The product is CCCCCC.ClCCl (hexane dichloromethane). Yield: 87.0%. Reaction SMILES: [Cl:1][C:2](O[CH:5]([CH3:7])[CH3:6])=O.[C:8]([Cl:14])(=O)[CH2:9][CH:10](C)C>>[CH3:6][CH2:5][CH2:7][CH2:8][CH2:9][CH3:10].[Cl:14][CH2:2][Cl:1] |f:2.3|. Procedure details: This compound was prepared according to the method described in Example 7, except that isopropyl chloroformate was replaced by an equivalent portion of isovaleryl chloride. The product was purified by recrystallization from a mixture of hexane/dichloromethane as colourless crystals mp 97°-80° C., yield 87%. The reactants are C(C1=CC=CC=C1)NCCC1=CC(=C(C=C1)OC)OC (N-benzyl-3,4-dimethoxyphenethylamine), ClC1=CC=C(C2CO2)C=C1 (p-chlorostyrene oxide). The solvent is CO (methanol). The product is C(C1=CC=CC=C1)N(CCC1=CC(=C(C=C1)OC)OC)CC(C1=CC=C(C=C1)Cl)O (N-benzyl-N-[2-(3,4-dimethoxyphenyl)ethyl]-2-hydroxy-2-(4-chlorophenyl)ethylamine). As a reaction SMILES: [CH2:1]([NH:8][CH2:9][CH2:10][C:11]1[CH:16]=[CH:15][C:14]([O:17][CH3:18])=[C:13]([O:19][CH3:20])[CH:12]=1)[C:2]1[CH:7]=[CH:6][CH:5]=[CH:4][CH:3]=1.[Cl:21][C:22]1[CH:30]=[CH:29][C:25]([CH:26]2[O:28][CH2:27]2)=[CH:24][CH:23]=1>CO>[CH2:1]([N:8]([CH2:27][CH:26]([OH:28])[C:25]1[CH:29]=[CH:30][C:22]([Cl:21])=[CH:23][CH:24]=1)[CH2:9][CH2:10][C:11]1[CH:16]=[CH:15][C:14]([O:17][CH3:18])=[C:13]([O:19][CH3:20])[CH:12]=1)[C:2]1[CH:7]=[CH:6][CH:5]=[CH:4][CH:3]=1. Procedure details: Similarly 5.42 g. (0.02 mol) of N-benzyl-3,4-dimethoxyphenethylamine and 4.64 g. (0.03 mol) of p-chlorostyrene oxide are reacted in methanol to give N-benzyl-N-[2-(3,4-dimethoxyphenyl)ethyl]-2-hydroxy-2-(4-chlorophenyl)ethylamine. The hydrochloride of this ethylamine is dissolved in methanol and hydrogenated with 0.5 g. of 10% palladium-on-carbon in 10 ml. of ethyl acetate at room temperature and 60 psi. for about 90 minutes. The filtered reaction mixture is evaporated in vacuo to yield N-[2-(3,... Starting materials: 55, [N+](=O)([O-])C1=C(OC2=C(C=O)C=CC=C2)C=CC(=C1)C(F)(F)F (2-(2-nitro-4-trifluoromethylphenoxy)benzaldehyde), [H][H] (hydrogen). The reagents and catalysts are [Ni] (Raney nickel). Solvent: C(C)O (ethanol). The product is FC(C1=CC2=C(OC3=C(C=N2)C=CC=C3)C=C1)(F)F (8-trifluoromethyl-dibenz[b,f][1,4]oxazepine). As a reaction SMILES: [N+:1]([C:4]1[CH:18]=[C:17]([C:19]([F:22])([F:21])[F:20])[CH:16]=[CH:15][C:5]=1[O:6][C:7]1[CH:14]=[CH:13][CH:12]=[CH:11][C:8]=1[CH:9]=O)([O-])=O.[H][H]>[Ni].C(O)C>[F:20][C:19]([F:22])([F:21])[C:17]1[CH:16]=[CH:15][C:5]2[O:6][C:7]3[CH:14]=[CH:13][CH:12]=[CH:11][C:8]=3[CH:9]=[N:1][C:4]=2[CH:18]=1. Reported procedure: A solution of 55 parts of the ether obtained in the preceding paragraph in 800 parts of ethanol is hydrogenated over Raney nickel catalyst at room temperature and atmospheric pressure. When hydrogen uptake ceases the catalyst is removed by filtration and the ethanol solvent is evaporated. The residue is then dissolved in 500 parts by volume of hexane, filtered, and then cooled. There is then obtained yellowish-white crystals which are separated by filtration to give 8-trifluoromethyl-dibenz[b,f]... Reactants: [Li]CCCC, CCCCCC, O=S(=O)(Cc1ccncc1)c1ccc(Cl)cc1, CCCCI, C1CCOC1, O. Yields the product CCCCC(c1ccncc1)S(=O)(=O)c1ccc(Cl)cc1. As a reaction SMILES: [CH2:1]([CH2:2][CH2:3][CH3:4])[Li:5].[CH3:6][CH2:7][CH2:8][CH2:9][CH2:10][CH3:11].[Cl:12][c:13]1[cH:14][cH:15][c:16]([S:19](=[O:20])(=[O:21])[CH2:22][c:23]2[cH:24][cH:25][n:26][cH:27][cH:28]2)[cH:17][cH:18]1.[I:29][CH2:30][CH2:31][CH2:32][CH3:33].[O:35]1[CH2:36][CH2:37][CH2:38][CH2:39]1.[OH2:34]>>[CH2:1]([CH2:2][CH2:3][CH3:4])[CH:22]([S:19]([c:16]1[cH:15][cH:14][c:13]([Cl:12])[cH:18][cH:17]1)(=[O:20])=[O:21])[c:23]1[cH:24][cH:25][n:26][cH:27][cH:28]1. Starting materials: CC(C)C1=CC(=C(C(=C1)C(C)C)C2=C(C=CC=C2)P(C3CCCCC3)C4CCCCC4)C(C)C (X-Phos), CC(C)([O-])C.[Na+] (sodium tert-butoxide), N1CC(OCC1)CNC(OC(C)(C)C)=O (tert-Butyl morpholin-2-ylmethylcarbamate), ClC1=NC=C(C=C1)C(F)(F)F (2-chloro-5-(trifluoromethyl)pyridine). Reagents/catalysts: C=1C=CC(=CC1)/C=C/C(=O)/C=C/C2=CC=CC=C2.C=1C=CC(=CC1)/C=C/C(=O)/C=C/C2=CC=CC=C2.[Pd] (Pd(dba)2). Solvent: C1(=CC=CC=C1)C (toluene). Run at temperature 100 celsius, time 12 hour. Product: C(C)(C)(C)OC(NCC1CN(CCO1)C1=NC=C(C=C1)C(F)(F)F)=O ([4-(5-Trifluoromethyl-pyridin-2-yl)-morpholin-2-ylmethyl]-carbamic acid tert-butyl ester), material. The yield is 21.0%. Reaction SMILES: [NH:1]1[CH2:6][CH2:5][O:4][CH:3]([CH2:7][NH:8][C:9](=[O:15])[O:10][C:11]([CH3:14])([CH3:13])[CH3:12])[CH2:2]1.Cl[C:17]1[CH:22]=[CH:21][C:20]([C:23]([F:26])([F:25])[F:24])=[CH:19][N:18]=1.CC(C)([O-])C.[Na+].CC(C1C=C(C(C)C)C(C2C=CC=CC=2P(C2CCCCC2)C2CCCCC2)=C(C(C)C)C=1)C>C1(C)C=CC=CC=1.C1C=CC(/C=C/C(/C=C/C2C=CC=CC=2)=O)=CC=1.C1C=CC(/C=C/C(/C=C/C2C=CC=CC=2)=O)=CC=1.[Pd]>[C:11]([O:10][C:9](=[O:15])[NH:8][CH2:7][CH:3]1[O:4][CH2:5][CH2:6][N:1]([C:17]2[CH:22]=[CH:21][C:20]([C:23]([F:26])([F:25])[F:24])=[CH:19][N:18]=2)[CH2:2]1)([CH3:12])([CH3:14])[CH3:13] |f:2.3,6.7.8|. Procedure: tert-Butyl morpholin-2-ylmethylcarbamate (1.0 g, 4.62 mmol), 2-chloro-5-(trifluoromethyl)pyridine (839 mg, 4.62 mmol), Pd(dba)2 (133 mg, 0.23 mmol), sodium tert-butoxide (533 mg, 5.55 mmol) and X-Phos (220 mg, 0.46 mmol) were combined in toluene (10 mL). The mixture was degassed with nitrogen for 5 minutes and sealed. The resulting mixture was stirred at 100° C. for 12 h. The mixture was filtered and rinsed with THF. Solvents were evaporated and the residue was purified by ISCO flash column chro... Starting materials: C12(CC3CC(CC(C1)C3)C2)NC2=NC(=CC(=N2)NC23CC1CC(CC(C2)C1)C3)Cl (2,4-bis-(1-Adamantylamino)-6-chloropyrimidine), N1CCNCC1 (piperazine). The product is C12(CC3CC(CC(C1)C3)C2)NC2=NC(=CC(=N2)NC23CC1CC(CC(C2)C1)C3)N3CCNCC3 (2,4-bis(1-adamantylamino)-6-(1-piperazinyl)pyrimidine). Yield: 83.4%. RXN SMILES: [C:1]12([NH:11][C:12]3[N:17]=[C:16]([NH:18][C:19]45[CH2:28][CH:23]6[CH2:24][CH:25]([CH2:27][CH:21]([CH2:22]6)[CH2:20]4)[CH2:26]5)[CH:15]=[C:14](Cl)[N:13]=3)[CH2:10][CH:5]3[CH2:6][CH:7]([CH2:9][CH:3]([CH2:4]3)[CH2:2]1)[CH2:8]2.[NH:30]1[CH2:35][CH2:34][NH:33][CH2:32][CH2:31]1>>[C:1]12([NH:11][C:12]3[N:17]=[C:16]([NH:18][C:19]45[CH2:28][CH:23]6[CH2:24][CH:25]([CH2:27][CH:21]([CH2:22]6)[CH2:20]4)[CH2:26]5)[CH:15]=[C:14]([N:30]4[CH2:35][CH2:34][NH:33][CH2:32][CH2:31]4)[N:13]=3)[CH2:10][CH:5]3[CH2:6][CH:7]([CH2:9][CH:3]([CH2:4]3)[CH2:2]1)[CH2:8]2. Reported procedure: 2,4-bis-(1-Adamantylamino)-6-chloropyrimidine is reacted with piperazine similarly as described in Example 5 to give the title compound in a yield of 83.36%, m.p.:168°-175° C. Reaction conditions: temperature 70 celsius. The product is C[C@@H](CCC)OC1=NC(=C2N=C(N(C2=N1)CCCCNC1CCOCC1)OC)N (2-{[(1S)-1-Methylbutyl]oxy}-8-(methyloxy)-9-[4-(tetrahydro-2H-pyran-4-ylamino)butyl]-9H-purin-6-amine). Isolated yield 36.4%. Run in C(C)#N (acetonitrile), CS(=O)C (DMSO). The reactants are ClCCCCN1C2=NC(=NC(=C2N=C1OC)N)O[C@H](CCC)C (9-(4-Chlorobutyl)-2-{[(1S)-1-methylbutyl]oxy}-8-(methyloxy)-9H-purin-6-amine), C(C)(C)N(C(C)C)CC (N,N-diisopropylethylamine), [I-].[Na+] (sodium iodide), O1CCC(CC1)N (tetrahydro-2H-pyran-4-amine). Procedure details: 9-(4-Chlorobutyl)-2-{[(1S)-1-methylbutyl]oxy}-8-(methyloxy)-9H-purin-6-amine (70 mg, 0.205 mmol) was mixed with N,N-diisopropylethylamine (0.179 ml, 1.024 mmol), sodium iodide (30.7 mg, 0.205 mmol) and tetrahydro-2H-pyran-4-amine (62.1 mg, 0.614 mmol) in acetonitrile (1.5 ml) and heated at 70° C. under nitrogen overnight and then left at ambient temperature over the weekend. The acetonitrile was evaporated under nitrogen and the residue partitioned between aqueous sodium bicarbonate and dichloro... Reaction SMILES: Cl[CH2:2][CH2:3][CH2:4][CH2:5][N:6]1[C:14]([O:15][CH3:16])=[N:13][C:12]2[C:7]1=[N:8][C:9]([O:18][C@@H:19]([CH3:23])[CH2:20][CH2:21][CH3:22])=[N:10][C:11]=2[NH2:17].C(N(CC)C(C)C)(C)C.[I-].[Na+].[O:35]1[CH2:40][CH2:39][CH:38]([NH2:41])[CH2:37][CH2:36]1>C(#N)C.CS(C)=O>[CH3:23][C@H:19]([O:18][C:9]1[N:8]=[C:7]2[C:12]([N:13]=[C:14]([O:15][CH3:16])[N:6]2[CH2:5][CH2:4][CH2:3][CH2:2][NH:41][CH:38]2[CH2:39][CH2:40][O:35][CH2:36][CH2:37]2)=[C:11]([NH2:17])[N:10]=1)[CH2:20][CH2:21][CH3:22] |f:2.3|. The reactants are O[C@@H]1CC[C@H](CC1)N1C(C2=CC=CC=C2C1=O)=O (trans-2-(4-hydroxy-cyclohexyl)-isoindole-1,3-dione), C1(=CC=CC=C1)P(C1=CC=CC=C1)C1=CC=CC=C1 (triphenylphosphine), [N+](=O)([O-])C1=CC=C(C(=O)O)C=C1 (4-nitrobenzoic acid), N(=NC(=O)OC(C)C)C(=O)OC(C)C (diisopropyl azodicarboxylate). Run in C1CCOC1 (THF). Reaction conditions: time 8 hour. The product is O=C1N(C(C2=CC=CC=C12)=O)[C@H]1CC[C@H](CC1)OC(C1=CC=C(C=C1)[N+](=O)[O-])=O (cis-4-Nitro-benzoic acid 4-(1,3-dioxo-1,3-dihydro-isoindol-2-yl)-cyclohexyl ester). Yield: 86.7%. Reaction SMILES: [OH:1][C@H:2]1[CH2:7][CH2:6][C@H:5]([N:8]2[C:16](=[O:17])[C:15]3[C:10](=[CH:11][CH:12]=[CH:13][CH:14]=3)[C:9]2=[O:18])[CH2:4][CH2:3]1.C1(P(C2C=CC=CC=2)C2C=CC=CC=2)C=CC=CC=1.[N+:38]([C:41]1[CH:49]=[CH:48][C:44]([C:45](O)=[O:46])=[CH:43][CH:42]=1)([O-:40])=[O:39].N(C(OC(C)C)=O)=NC(OC(C)C)=O>C1COCC1>[O:17]=[C:16]1[C:15]2[C:10](=[CH:11][CH:12]=[CH:13][CH:14]=2)[C:9](=[O:18])[N:8]1[C@@H:5]1[CH2:4][CH2:3][C@H:2]([O:1][C:45](=[O:46])[C:44]2[CH:43]=[CH:42][C:41]([N+:38]([O-:40])=[O:39])=[CH:49][CH:48]=2)[CH2:7][CH2:6]1. Reported procedure: To a solution of trans-2-(4-hydroxy-cyclohexyl)-isoindole-1,3-dione (38 g, 155 mmol), triphenylphosphine (65 g, 248 mmol), and 4-nitrobenzoic acid (41 g, 248 mmol) in 1500 mL of THF was added dropwise diisopropyl azodicarboxylate (50 g, 248 mmol) at room temperature. The reaction mixture was stirred overnight. The solvent was evaporated, and the resulting solid was recrystallized from methanol to afford 53 g (87%) of the title compound as a white solid. 1H NMR (CDCl3): δ 8.40-8.36 (m, 4H), 7.79 ... Reactants: COS(=O)(=O)OC, [K+], [OH-], O, OCc1cccc(Sc2ccccc2Cl)c1O. The product is COc1c(CO)cccc1Sc1ccccc1Cl. As a reaction SMILES: [CH3:1][O:2][S:3]([O:4][CH3:5])(=[O:6])=[O:7].[K+:26].[OH-:25].[OH2:27].[OH:8][c:9]1[c:10]([CH2:11][OH:12])[cH:13][cH:14][cH:15][c:16]1[S:17][c:18]1[c:19]([Cl:24])[cH:20][cH:21][cH:22][cH:23]1>>[CH3:1][O:8][c:9]1[c:10]([CH2:11][OH:12])[cH:13][cH:14][cH:15][c:16]1[S:17][c:18]1[c:19]([Cl:24])[cH:20][cH:21][cH:22][cH:23]1.